Dataset: the Open Reaction Database (ORD), a public repository of structured organic reaction records. Task: describe an organic reaction: reactants, conditions, products, and yield Reactants: C(CN)N (ethylenediamine), COC1=C(C(=C(C=C1)CC#N)C)C (2-(4-methoxy-2,3-dimethyl-phenyl)-acetonitrile), CI (methyl iodide). Product: COC1=C(C(=C(C=C1)C(C#N)C)C)C (rac-2-(4-Methoxy-2,3-dimethyl-phenyl)-propionitrile), COC1=C(C(=C(C=C1)C(C)C=1NCCN1)C)C (rac-2-[1-(4-methoxy-2,3-dimethyl-phenyl)-ethyl]-4,5-dihydro-1H-imidazole). Reaction SMILES: [CH3:1][O:2][C:3]1[CH:8]=[CH:7][C:6]([CH2:9][C:10]#[N:11])=[C:5]([CH3:12])[C:4]=1[CH3:13].[CH3:14]I.[CH2:16]([NH2:19])[CH2:17][NH2:18]>>[CH3:1][O:2][C:3]1[CH:8]=[CH:7][C:6]([CH:9]([CH3:16])[C:10]#[N:11])=[C:5]([CH3:12])[C:4]=1[CH3:13].[CH3:1][O:2][C:3]1[CH:8]=[CH:7][C:6]([CH:9]([C:14]2[NH:18][CH2:17][CH2:16][N:19]=2)[CH3:10])=[C:5]([CH3:12])[C:4]=1[CH3:13]. Procedure details: rac-2-(4-Methoxy-2,3-dimethyl-phenyl)-propionitrile which was prepared from 2-(4-methoxy-2,3-dimethyl-phenyl)-acetonitrile and methyl iodide in analogy to Example 65a) was reacted with ethylenediamine to form rac-2-[1-(4-methoxy-2,3-dimethyl-phenyl)-ethyl]-4,5-dihydro-1H-imidazole in analogy to Example 19b; isolated as hydrochloride: white powder; MS (EI): 233.3 ((M+.). Solvent: CN(C)C=O (DMF), C(C)(=O)OCC (ethyl acetate). RXN SMILES: [Cl:1][C:2]1[N:6]2[CH:7]=[CH:8][CH:9]=[CH:10][C:5]2=[N:4][C:3]=1[NH:11][S:12]([C:15]1[CH:16]=[N:17][C:18]([N:21]2[CH2:26][CH2:25][O:24][CH2:23][CH2:22]2)=[CH:19][CH:20]=1)(=[O:14])=[O:13].C([O-])([O-])=O.[Na+].[Na+].[F:33][C:34]1[CH:41]=[CH:40][C:37]([CH2:38]Br)=[CH:36][C:35]=1[C:42]([F:45])([F:44])[F:43]>CN(C=O)C.C(OCC)(=O)C>[Cl:1][C:2]1[N:6]2[CH:7]=[CH:8][CH:9]=[CH:10][C:5]2=[N:4][C:3]=1[N:11]([CH2:38][C:37]1[CH:40]=[CH:41][C:34]([F:33])=[C:35]([C:42]([F:45])([F:43])[F:44])[CH:36]=1)[S:12]([C:15]1[CH:16]=[N:17][C:18]([N:21]2[CH2:26][CH2:25][O:24][CH2:23][CH2:22]2)=[CH:19][CH:20]=1)(=[O:14])=[O:13] |f:1.2.3|. Yield: 28.6%. The reactants are ClC1=C(N=C2N1C=CC=C2)NS(=O)(=O)C=2C=NC(=CC2)N2CCOCC2 (N-(3-Chloroimidazo[1,2-a]pyridin-2-yl)-6-morpholin-4-yl-pyridine-3-sulfonamide), C(=O)([O-])[O-].[Na+].[Na+] (Na2CO3), FC1=C(C=C(CBr)C=C1)C(F)(F)F (4-fluoro-3-trifluoromethylbenzyl bromide). Reaction conditions: time 8 hour. The product is ClC1=C(N=C2N1C=CC=C2)N(S(=O)(=O)C=2C=NC(=CC2)N2CCOCC2)CC2=CC(=C(C=C2)F)C(F)(F)F (N-(3-Chloroimidazo[1,2-a]pyridin-2-yl)-N-(4-fluoro-3-trifluoromethylbenzyl)-6-morpholin-4-yl-pyridine-3-sulfonamide). Procedure details: To a solution of compound 11-E (0.030 g, 0.049 mmol) in DMF (1 mL) was added Na2CO3 (0.015 g, 0.15 mmol) and 4-fluoro-3-trifluoromethylbenzyl bromide (0.014 g, 0.053 mmol). The reaction mixture was stirred at room temperature overnight. The reaction mixture was diluted with ethyl acetate, washed with water, and dried over sodium sulfate. The solvent was evaporated in vacuo and the residue was purified by flash column chromatography, eluting with a hexanes-EtOAc gradient to give Compound 90 as a ... The reactants are Cc1ccccc1, O=C(Cl)OCC(Cl)(Cl)Cl, N, O. Product: NC(=O)OCC(Cl)(Cl)Cl. RXN SMILES: [CH3:12][c:13]1[cH:14][cH:15][cH:16][cH:17][cH:18]1.[Cl:1][C:2]([CH2:3][O:4][C:5](=[O:6])[Cl:7])([Cl:8])[Cl:9].[NH3:10].[OH2:11]>>[Cl:1][C:2]([CH2:3][O:4][C:5](=[O:6])[NH2:10])([Cl:8])[Cl:9]. Starting materials: CCOC(=O)c1cnn(Cc2nc(Br)cs2)c1, CCO, COCCOC, OB(O)c1ccc(Cl)c(C(F)(F)F)c1, [Na+], [Na+], O=C([O-])[O-], O. The product is CCOC(=O)c1cnn(Cc2nc(-c3ccc(Cl)c(C(F)(F)F)c3)cs2)c1. RXN SMILES: [Br:1][c:2]1[n:3][c:4]([CH2:7][n:8]2[n:9][cH:10][c:11]([C:13](=[O:14])[O:15][CH2:16][CH3:17])[cH:12]2)[s:5][cH:6]1.[CH2:39]([OH:40])[CH3:41].[CH3:42][O:43][CH2:44][CH2:45][O:46][CH3:47].[Cl:18][c:19]1[c:20]([C:28]([F:29])([F:30])[F:31])[cH:21][c:22]([B:25]([OH:26])[OH:27])[cH:23][cH:24]1.[Na+:32].[Na+:33].[O-:34][C:35](=[O:36])[O-:37].[OH2:38]>>[c:2]1(-[c:22]2[cH:21][c:20]([C:28]([F:29])([F:30])[F:31])[c:19]([Cl:18])[cH:24][cH:23]2)[n:3][c:4]([CH2:7][n:8]2[n:9][cH:10][c:11]([C:13](=[O:14])[O:15][CH2:16][CH3:17])[cH:12]2)[s:5][cH:6]1. Reactants: CN1C(N(C=2C(C1=O)=CNN2)CC(C)(C)C)=O (5-methyl-7-neopentyl-2H-pyrazolo[3,4-d]pyrimidine-4,6(5H,7H)-dione), ClCC1=CC=C(C=C1)C1=CC=NC=C1 (4-(4-(chloromethyl)phenyl)pyridine), C([O-])([O-])=O.[K+].[K+] (potassium carbonate). Run in CN(C)C=O (DMF), O (water). Run at time 8 hour. Product: CN1C(N(C=2C(C1=O)=CN(N2)CC2=CC=C(C=C2)C2=CC=NC=C2)CC(C)(C)C)=O (5-methyl-7-neopentyl-2-(4-(pyridin-4-yl)benzyl)-2H-pyrazolo[3,4-d]pyrimidine-4,6(5H,7H)-dione). Isolated yield 126.4%. Reaction SMILES: [CH3:1][N:2]1[C:7](=[O:8])[C:6]2=[CH:9][NH:10][N:11]=[C:5]2[N:4]([CH2:12][C:13]([CH3:16])([CH3:15])[CH3:14])[C:3]1=[O:17].Cl[CH2:19][C:20]1[CH:25]=[CH:24][C:23]([C:26]2[CH:31]=[CH:30][N:29]=[CH:28][CH:27]=2)=[CH:22][CH:21]=1.C(=O)([O-])[O-].[K+].[K+]>CN(C=O)C.O>[CH3:1][N:2]1[C:7](=[O:8])[C:6]2=[CH:9][N:10]([CH2:19][C:20]3[CH:21]=[CH:22][C:23]([C:26]4[CH:31]=[CH:30][N:29]=[CH:28][CH:27]=4)=[CH:24][CH:25]=3)[N:11]=[C:5]2[N:4]([CH2:12][C:13]([CH3:14])([CH3:16])[CH3:15])[C:3]1=[O:17] |f:2.3.4|. Reported procedure: 5-methyl-7-neopentyl-2H-pyrazolo[3,4-d]pyrimidine-4,6(5H,7H)-dione (236 mg, 1.0 mmol), 4-(4-(chloromethyl)phenyl)pyridine (305 mg, 1.5 mmol) and potassium carbonate (414 mg, 3.0 mmol) are suspensed in 3 mL of DMF. The reaction mixture is stirred at room temperature overnight, and then diluted with 100 mL of water. The mixture is extracted with methylene chloride four times (40 mL×4). The combined organic phase is dried over anhydrous sodium sulfate. After filtration, the filtrate is evaporated t... Starting materials: C([O-])([O-])=O.[K+].[K+] (Potassium carbonate), CI (MeI), [N+](=O)([O-])C1=C(C=CC=C1)S(=O)(=O)NC=1C=C(C=CC1)S(=O)(=O)O (3-[(2-nitrophenyl)sulfonyl]aminobenzenesulfonic acid), C([O-])([O-])=O.[K+].[K+] (Potassium carbonate), CI (MeI). The solvent is CN(C)C=O (DMF). Reaction conditions: temperature 40 celsius, time 6 hour. The product is CN(C=1C=C(C=CC1)S(=O)(=O)O)S(=O)(=O)C1=C(C=CC=C1)[N+](=O)[O-] (3-{methyl[(2-nitrophenyl)sulfonyl]amino}benzenesulfonic acid). RXN SMILES: C(=O)([O-])[O-].[K+].[K+].[CH3:7]I.[N+:9]([C:12]1[CH:17]=[CH:16][CH:15]=[CH:14][C:13]=1[S:18]([NH:21][C:22]1[CH:23]=[C:24]([S:28]([OH:31])(=[O:30])=[O:29])[CH:25]=[CH:26][CH:27]=1)(=[O:20])=[O:19])([O-:11])=[O:10]>CN(C=O)C>[CH3:7][N:21]([S:18]([C:13]1[CH:14]=[CH:15][CH:16]=[CH:17][C:12]=1[N+:9]([O-:11])=[O:10])(=[O:20])=[O:19])[C:22]1[CH:23]=[C:24]([S:28]([OH:31])(=[O:30])=[O:29])[CH:25]=[CH:26][CH:27]=1 |f:0.1.2|. Reported procedure: Potassium carbonate (177 mg, 1.28 mmol), DMF (2 ml) and MeI (60 ml) were added to the compound (230 mg, 0.65 mmol) obtained in Step 1. The mixture was stirred at 40° C. for 6 hours. Potassium carbonate (44.3 mg) and MeI (40 μL) were supplemented and stirred overnight. After the solvent was removed by distillation, the purification step A was applied to give the crude product of 3-{methyl[(2-nitrophenyl)sulfonyl]amino}benzenesulfonic acid (160 mg). This crude product (144 mg, 0.39 m ml) was disso... The reactants are CC(=O)O, Cc1cc(Cc2cc(C(F)(F)F)cc(C(F)(F)F)c2)ccc1[N+](=O)[O-]. The product is Cc1cc(C(=O)c2cc(C(F)(F)F)cc(C(F)(F)F)c2)ccc1[N+](=O)[O-]. Reaction SMILES: [CH3:26][C:27]([OH:28])=[O:29].[F:1][C:2]([c:3]1[cH:4][c:5]([CH2:6][c:7]2[cH:8][c:9]([CH3:16])[c:10]([N+:13](=[O:14])[O-:15])[cH:11][cH:12]2)[cH:17][c:18]([C:20]([F:21])([F:22])[F:23])[cH:19]1)([F:24])[F:25]>>[F:1][C:2]([c:3]1[cH:4][c:5]([C:6]([c:7]2[cH:8][c:9]([CH3:16])[c:10]([N+:13](=[O:14])[O-:15])[cH:11][cH:12]2)=[O:28])[cH:17][c:18]([C:20]([F:21])([F:22])[F:23])[cH:19]1)([F:24])[F:25]. Yields the product C=1(C)C(C)=CC(C)=CC1 (pseudocumene). As a reaction SMILES: [CH:1]1[C:6]([C:7](O)=O)=[CH:5][C:4]2[C:10](O[C:13](=O)[C:3]=2[CH:2]=1)=O.C(O)COCCOCCO.C(O)(=O)C1C(=CC(=CC=1)C(O)=O)C(O)=O>>[C:3]1([C:4](=[CH:5][C:6](=[CH:1][CH:2]=1)[CH3:7])[CH3:10])[CH3:13]. Procedure details: An improved process for the manufacture of trimellitic acid anhydride having a 97 to 98% anhydride content and having a triethylene glycol color of 170 or less, in yields in the range of 89 to 90% and higher based on the total trimellitic acid produced by catalytic air oxidation of pseudocumene, including the steps of catalytic oxidation of pseudocumene in the presence of acetic acid in an oxidation zone wherein liquid-phase conditions are maintained and wherein the weight ratio of acetic acid t... The reactants are C1=CC2=C(C=C1C(=O)O)C(=O)OC2=O (trimellitic acid anhydride), 170, C(C=1C(C(=O)O)=CC(C(=O)O)=CC1)(=O)O (trimellitic acid), anhydride, C(COCCOCCO)O (triethylene glycol).